This data is from the Open Reaction Database (ORD), a public repository of structured organic reaction records. The task is: describe an organic reaction: reactants, conditions, products, and yield Reactants: [OH-].[Na+] (sodium hydroxide), COC(CC=1C=NC=C(C1)C1=C(C=C(C=C1)C(CC)(CC)C1=CC(=C(C=C1)OCC(C(C)(C)C)=O)C)C)=O ([5-(4-{1-[4-(3,3-dimethyl-2-oxo-butoxy)-3-methyl-phenyl]-1-ethyl-propyl}-2-methyl-phenyl)-pyridin-3-yl]-acetic acid methyl ester), [Cl-].[NH4+] (ammonium chloride). Solvent: CO (methanol). Run at time 2 hour. Product: CC(C(COC1=C(C=C(C=C1)C(CC)(CC)C1=CC(=C(C=C1)C=1C=C(C=NC1)CC(=O)O)C)C)=O)(C)C ([5-(4-{1-[4-(3,3-dimethyl-2-oxo-butoxy)-3-methyl-phenyl]-1-ethyl-propyl}-2-methyl-phenyl)-pyridin-3-yl]-acetic Acid). Yield: 86.1%. RXN SMILES: [OH-].[Na+].C[O:4][C:5](=[O:40])[CH2:6][C:7]1[CH:8]=[N:9][CH:10]=[C:11]([C:13]2[CH:18]=[CH:17][C:16]([C:19]([C:24]3[CH:29]=[CH:28][C:27]([O:30][CH2:31][C:32](=[O:37])[C:33]([CH3:36])([CH3:35])[CH3:34])=[C:26]([CH3:38])[CH:25]=3)([CH2:22][CH3:23])[CH2:20][CH3:21])=[CH:15][C:14]=2[CH3:39])[CH:12]=1.[Cl-].[NH4+]>CO>[CH3:36][C:33]([CH3:34])([CH3:35])[C:32](=[O:37])[CH2:31][O:30][C:27]1[CH:28]=[CH:29][C:24]([C:19]([C:16]2[CH:17]=[CH:18][C:13]([C:11]3[CH:12]=[C:7]([CH2:6][C:5]([OH:40])=[O:4])[CH:8]=[N:9][CH:10]=3)=[C:14]([CH3:39])[CH:15]=2)([CH2:20][CH3:21])[CH2:22][CH3:23])=[CH:25][C:26]=1[CH3:38] |f:0.1,3.4|. Reported procedure: A 2 N sodium hydroxide aqueous solution (0.3 mL) was added to a solution of [5-(4-{1-[4-(3,3-dimethyl-2-oxo-butoxy)-3-methyl-phenyl]-1-ethyl-propyl}-2-methyl-phenyl)-pyridin-3-yl]-acetic acid methyl ester (Example 105-(1); 52.8 mg, 0.10 mmol) in methanol (1.7 mL), and the mixture was stirred for two hours. A saturated aqueous ammonium chloride solution was added to the reaction mixture, followed by extraction with ethyl acetate. The organic layer was washed with water, dried over anhydrous sodiu...